Dataset: the Open Reaction Database (ORD), a public repository of structured organic reaction records. Task: describe an organic reaction: reactants, conditions, products, and yield Starting materials: CI (methyl iodide), ClC=1C=C(CNC2=NN=C(C3=CC=C(C=C23)C2=NN=NN2)N2CCC(CC2)O)C=CC1OC (1-[4-[(3-chloro-4-methoxybenzyl)amino]-6-(1H-1,2,3,4-tetrazole-5-yl)-1-phthalazinyl]-4-piperidinol), C([O-])([O-])=O.[K+].[K+] (potassium carbonate), CN(C=O)C (dimethylformamide). The solvent is O (Water). Run at time 3 hour. The product is ClC=1C=C(CNC2=NN=C(C3=CC=C(C=C23)C2=NN=NN2C)N2CCC(CC2)O)C=CC1OC (1-[4-[(3-Chloro-4-methoxybenzyl)amino]-6-(1-methyl-1H-1,2,3,4-tetrazol-5-yl)-1-phthalazinyl]-4-piperidinol). Isolated yield 19.4%. As a reaction SMILES: CI.[Cl:3][C:4]1[CH:5]=[C:6]([CH:31]=[CH:32][C:33]=1[O:34][CH3:35])[CH2:7][NH:8][C:9]1[C:18]2[C:13](=[CH:14][CH:15]=[C:16]([C:19]3[NH:23][N:22]=[N:21][N:20]=3)[CH:17]=2)[C:12]([N:24]2[CH2:29][CH2:28][CH:27]([OH:30])[CH2:26][CH2:25]2)=[N:11][N:10]=1.[C:36](=O)([O-])[O-].[K+].[K+].CN(C)C=O>O>[Cl:3][C:4]1[CH:5]=[C:6]([CH:31]=[CH:32][C:33]=1[O:34][CH3:35])[CH2:7][NH:8][C:9]1[C:18]2[C:13](=[CH:14][CH:15]=[C:16]([C:19]3[N:23]([CH3:36])[N:22]=[N:21][N:20]=3)[CH:17]=2)[C:12]([N:24]2[CH2:25][CH2:26][CH:27]([OH:30])[CH2:28][CH2:29]2)=[N:11][N:10]=1 |f:2.3.4|. Procedure: 0.037 ml methyl iodide was added to a mixture of 0.25 g 1-[4-[(3-chloro-4-methoxybenzyl)amino]-6-(1H-1,2,3,4-tetrazole-5-yl)-1-phthalazinyl]-4-piperidinol, 1.2 g potassium carbonate and 5 ml dimethylformamide, and stirred at room temperature for 3 hr. Water was added to the reaction solution, and the precipitated insoluble matters were collected by filtration. Then, purified by silica gel column chromatography to give 50 mg of the title compound. Starting materials: N=1C=CN2C1C=CC=C2CCCN2C(SCC2=O)=O (3-[3-(imidazo[1,2-a]pyridin-5-yl)propyl]thiazolidine-2,4-dione), C(CCC)=O (n-butyraldehyde), N1CCCCC1 (piperidine). Run in C(C)O (ethanol). The product is C(CCC)=C1C(N(C(S1)=O)CCCC1=CC=CC=2N1C=CN2)=O (5-butylidene-3-[3-(imidazo[1,2-a]pyridin-5-yl)propyl]thiazolidine-2,4-dione). Reaction SMILES: [N:1]1[CH:2]=[CH:3][N:4]2[C:9]([CH2:10][CH2:11][CH2:12][N:13]3[C:17](=[O:18])[CH2:16][S:15][C:14]3=[O:19])=[CH:8][CH:7]=[CH:6][C:5]=12.[CH:20](=O)[CH2:21][CH2:22][CH3:23].N1CCCCC1>C(O)C>[CH:20](=[C:16]1[S:15][C:14](=[O:19])[N:13]([CH2:12][CH2:11][CH2:10][C:9]2[N:4]3[CH:3]=[CH:2][N:1]=[C:5]3[CH:6]=[CH:7][CH:8]=2)[C:17]1=[O:18])[CH2:21][CH2:22][CH3:23]. Procedure: To a solution of 1.51 g (5.5 mmol) of 3-[3-(imidazo[1,2-a]pyridin-5-yl)propyl]thiazolidine-2,4-dione and 0.50 ml (5.5 mmol) of n-butyraldehyde in 30 ml of ethanol, 0.05 ml (0.5 mmol) of piperidine was added, followed by refluxing for 2 hours. After the reaction mixture was cooled, the solvent was distilled off. The residue was dissolved in chloroform, washed with water and dried, after which the solvent was distilled off. The residue was purified by column chromatography (eluent, ethyl acetate→e... Reactants: C(C)O (ethanol), C(C)(C)(C)C1=NC(=CC(=N1)N1CCN(CC1)CCCCC#N)C1CCC1 (5-[4-(2-tert-butyl-6-cyclobutyl-pyrimidin-4-yl)-piperazin-1-yl]-pentanenitrile), Cl (hydrochloric acid). Run in ClCCl (dichloromethane). Reaction conditions: time 15 hour. Product: Cl.C(C)OC(CCCCN1CCN(CC1)C1=NC(=NC(=C1)C1CCC1)C(C)(C)C)=N (5-[4-(2-tert-Butyl-6-cyclobutyl-pyrimidin-4-yl)-piperazin-1-yl]-pentanimidic acid ethyl ester hydrochloride). RXN SMILES: [C:1]([C:5]1[N:10]=[C:9]([N:11]2[CH2:16][CH2:15][N:14]([CH2:17][CH2:18][CH2:19][CH2:20][C:21]#[N:22])[CH2:13][CH2:12]2)[CH:8]=[C:7]([CH:23]2[CH2:26][CH2:25][CH2:24]2)[N:6]=1)([CH3:4])([CH3:3])[CH3:2].[CH2:27]([OH:29])[CH3:28].[ClH:30]>ClCCl>[ClH:30].[CH2:27]([O:29][C:21](=[NH:22])[CH2:20][CH2:19][CH2:18][CH2:17][N:14]1[CH2:13][CH2:12][N:11]([C:9]2[CH:8]=[C:7]([CH:23]3[CH2:26][CH2:25][CH2:24]3)[N:6]=[C:5]([C:1]([CH3:4])([CH3:2])[CH3:3])[N:10]=2)[CH2:16][CH2:15]1)[CH3:28] |f:4.5|. Reported procedure: 1.5 g of 5-[4-(2-tert-butyl-6-cyclobutyl-pyrimidin-4-yl)-piperazin-1-yl]-pentanenitrile (4.22 mmol) were dissolved in 40 ml of dichloromethane and 0.4 g of dry ethanol (8.7 mmol). Gaseous hydrochloric acid was introduced into the solution until saturation at 0° C. The reaction was stirred for 15 h at room temperature and concentrated to dryness. The resulting crude product (2.18 g) was directly used in the next reaction step. Starting materials: OC1=CC2=C(C=C1)C1(C(N(C3=CC=CC=C13)C[C@@H]1OCCC1)=O)CO2 (6-hydroxy-1′-[(2R)-tetrahydrofuran-2-ylmethyl]spiro[1-benzofuran-3,3′-indol]-2′(1′H)-one), C([O-])([O-])=O.[K+].[K+] (potassium carbonate), BrCC(=O)OC (methyl bromoacetate). The solvent is CC(CC)=O (2-butanone). Yields the product COC(COC1=CC2=C(C=C1)C1(C(N(C3=CC=CC=C13)C[C@@H]1OCCC1)=O)CO2)=O (methyl({2′-oxo-1′-[(2R)-tetrahydrofuran-2-ylmethyl]-1′,2′-dihydrospiro[1-benzofuran-3,3′-indol]-6-yl}oxy)acetate). Isolated yield 101.3%. As a reaction SMILES: [OH:1][C:2]1[CH:7]=[CH:6][C:5]2[C:8]3([CH2:24][O:25][C:4]=2[CH:3]=1)[C:16]1[C:11](=[CH:12][CH:13]=[CH:14][CH:15]=1)[N:10]([CH2:17][C@H:18]1[CH2:22][CH2:21][CH2:20][O:19]1)[C:9]3=[O:23].C(=O)([O-])[O-].[K+].[K+].Br[CH2:33][C:34]([O:36][CH3:37])=[O:35]>CC(=O)CC>[CH3:37][O:36][C:34](=[O:35])[CH2:33][O:1][C:2]1[CH:7]=[CH:6][C:5]2[C:8]3([CH2:24][O:25][C:4]=2[CH:3]=1)[C:16]1[C:11](=[CH:12][CH:13]=[CH:14][CH:15]=1)[N:10]([CH2:17][C@H:18]1[CH2:22][CH2:21][CH2:20][O:19]1)[C:9]3=[O:23] |f:1.2.3|. Procedure: The mixture of 6-hydroxy-1′-[(2R)-tetrahydrofuran-2-ylmethyl]spiro[1-benzofuran-3,3′-indol]-2′(1′H)-one (0.42 g, 1.23 mmol), potassium carbonate (0.22 g, 1.60 mmol) and methyl bromoacetate (0.15 mL, 1.60 mmol) in 2-butanone (10 mL) was refluxed for 15 h. The reaction mixture was concentrated in vacuo to dryness. The residue was purified by flash chromatography with 25% ethyl acetate in hexanes to afford methyl({2′-oxo-1′-[(2R)-tetrahydrofuran-2-ylmethyl]-1′,2′-dihydrospiro[1-benzofuran-3,3′-indo... The reactants are CCOC(=O)CC(N)c1ccc2c(c1)OCC2, ClCCCl, CN1CCOCC1, O=C(O)CCC1CCc2cc3c(nc2C1)NCCC3, CN(C)C=O, On1nnc2ccccc21. Yields the product CCOC(=O)CC(NC(=O)CCC1CCc2cc3c(nc2C1)NCCC3)c1ccc2c(c1)OCC2. Reaction SMILES: [CH2:20]([CH3:21])[O:22][C:23]([CH2:24][CH:25]([c:26]1[cH:27][c:28]2[c:29]([cH:33][cH:34]1)[CH2:30][CH2:31][O:32]2)[NH2:35])=[O:36].[CH2:37]([Cl:38])[CH2:39][Cl:40].[CH3:51][N:52]1[CH2:53][CH2:54][O:55][CH2:56][CH2:57]1.[NH:1]1[CH2:2][CH2:3][CH2:4][c:5]2[cH:6][c:7]3[c:8]([n:9][c:10]21)[CH2:11][CH:12]([CH2:15][CH2:16][C:17](=[O:18])[OH:19])[CH2:13][CH2:14]3.[O:58]=[CH:59][N:60]([CH3:61])[CH3:62].[OH:41][n:42]1[c:43]2[c:44]([cH:45][cH:46][cH:47][cH:48]2)[n:49][n:50]1>>[NH:1]1[CH2:2][CH2:3][CH2:4][c:5]2[cH:6][c:7]3[c:8]([n:9][c:10]21)[CH2:11][CH:12]([CH2:15][CH2:16][C:17](=[O:19])[NH:35][CH:25]([CH2:24][C:23]([O:22][CH2:20][CH3:21])=[O:36])[c:26]1[cH:27][c:28]2[c:29]([cH:33][cH:34]1)[CH2:30][CH2:31][O:32]2)[CH2:13][CH2:14]3. Reactants: C1CCOC1, COC(=O)c1ccc(OCCc2c(CCN=[N+]=[N-])n(C(c3ccccc3)c3ccccc3)c3ccc(Cl)cc23)cc1OC, O, c1ccc(P(c2ccccc2)c2ccccc2)cc1. Product: COC(=O)c1ccc(OCCc2c(CCN)n(C(c3ccccc3)c3ccccc3)c3ccc(Cl)cc23)cc1OC. Reaction SMILES: [CH2:64]1[O:65][CH2:66][CH2:67][CH2:68]1.[CH3:20][O:21][C:22]([c:23]1[c:24]([O:60][CH3:61])[cH:25][c:26]([O:29][CH2:30][CH2:31][c:32]2[c:33]([CH2:55][CH2:56][N:57]=[N+:58]=[N-:59])[n:34]([CH:42]([c:43]3[cH:44][cH:45][cH:46][cH:47][cH:48]3)[c:49]3[cH:50][cH:51][cH:52][cH:53][cH:54]3)[c:35]3[cH:36][cH:37][c:38]([Cl:41])[cH:39][c:40]23)[cH:27][cH:28]1)=[O:62].[OH2:63].[c:1]1([P:2]([c:3]2[cH:4][cH:5][cH:6][cH:7][cH:8]2)[c:9]2[cH:10][cH:11][cH:12][cH:13][cH:14]2)[cH:15][cH:16][cH:17][cH:18][cH:19]1>>[CH3:20][O:21][C:22]([c:23]1[c:24]([O:60][CH3:61])[cH:25][c:26]([O:29][CH2:30][CH2:31][c:32]2[c:33]([CH2:55][CH2:56][NH2:57])[n:34]([CH:42]([c:43]3[cH:44][cH:45][cH:46][cH:47][cH:48]3)[c:49]3[cH:50][cH:51][cH:52][cH:53][cH:54]3)[c:35]3[cH:36][cH:37][c:38]([Cl:41])[cH:39][c:40]23)[cH:27][cH:28]1)=[O:62]. Starting materials: CC1=CC=C(C=C1)OC2=CC=C(C=C2)C (4,4'-dimethyldiphenyl ether), C(C)(=O)CC(C)=O (acetylacetone), O=O (oxygen). Reagents/catalysts: C(C)(=O)[O-].[Pd+2].C(C)(=O)[O-] (palladium acetate). Reaction conditions: temperature 150 celsius, time 5 hour. Yields the product CC1=CC2=C(OC3=C2C=C(C=C3)C)C=C1 (2,8-dimethyldibenzofuran). The yield is 17.5%. As a reaction SMILES: [CH3:1][C:2]1[CH:7]=[CH:6][C:5]([O:8][C:9]2[CH:14]=[CH:13][C:12]([CH3:15])=[CH:11][CH:10]=2)=[CH:4][CH:3]=1.C(CC(=O)C)(=O)C.O=O>C([O-])(=O)C.[Pd+2].C([O-])(=O)C>[CH3:1][C:2]1[CH:3]=[CH:4][C:5]2[O:8][C:9]3[CH:14]=[CH:13][C:12]([CH3:15])=[CH:11][C:10]=3[C:6]=2[CH:7]=1 |f:3.4.5|. Reported procedure: 15 g of 4,4'-dimethyldiphenyl ether, 0.034 g (0.15 m. mole) of palladium acetate and 0.015 g (0.15 m. mole) of acetylacetone were placed in a glass vessel and this is placed in a 100 ml-autoclave. Then a mixture gas of nitrogen and oxygen of molar ratio 1:1 was filled in it to 50 kg/cm2 of inner pressure. The autoclave was shaken at 150° C. for 5 hours. After completion of the reaction, the reaction mixture was subjected to fractional distillation. After distilling out the unreacted 4,4'-dimethy... Starting materials: NC=1C=C2C(NN(C2=CC1)CC1=CC=CC=C1)=O (5-amino-1-benzyl-1,2-dihydro-indazol-3-one), ClC=1C(=C(C=CC1)S(=O)(=O)Cl)C (3-chloro-2-methylbenzenesulfonylchoride). The solvent is N1=CC=CC=C1 (pyridine). Conditions: temperature 60 celsius, time 24 hour. The product is C(C1=CC=CC=C1)N1NC(C2=CC(=CC=C12)NS(=O)(=O)C1=C(C(=CC=C1)Cl)C)=O (N-(1-benzyl-3-oxo-2,3-dihydro-1H-indazol-5-yl)-3-chloro-2-methyl-benzenesulfonamide). The yield is 21.0%. As a reaction SMILES: [NH2:1][C:2]1[CH:3]=[C:4]2[C:8](=[CH:9][CH:10]=1)[N:7]([CH2:11][C:12]1[CH:17]=[CH:16][CH:15]=[CH:14][CH:13]=1)[NH:6][C:5]2=[O:18].[Cl:19][C:20]1[C:21]([CH3:30])=[C:22]([S:26](Cl)(=[O:28])=[O:27])[CH:23]=[CH:24][CH:25]=1>N1C=CC=CC=1>[CH2:11]([N:7]1[C:8]2[C:4](=[CH:3][C:2]([NH:1][S:26]([C:22]3[CH:23]=[CH:24][CH:25]=[C:20]([Cl:19])[C:21]=3[CH3:30])(=[O:27])=[O:28])=[CH:10][CH:9]=2)[C:5](=[O:18])[NH:6]1)[C:12]1[CH:17]=[CH:16][CH:15]=[CH:14][CH:13]=1. Procedure: To a solution of 5-amino-1-benzyl-1,2-dihydro-indazol-3-one (0.04 g) in pyridine (1 mL) was added 3-chloro-2-methylbenzenesulfonylchoride (0.038 g) in one go. The solution was stirred at 60° C. for 24 hours. The pyridine was then removed in vacuo and the residue was dissolved in EtOAc/water and separated. The aqueous phase was extracted a further two times with EtOAc and the combined organic phases were washed with brine and dried over sodium sulfate. The drying agent was removed by filtration a... Starting materials: FC1=CC=C(C=C1)N1N=CC2=CC(=CC=C12)C(CC(C)C)O (1-(1-(4-fluorophenyl)-1H-indazol-5-yl)-3-methylbutan-1-ol), COC(=C(C)C)O[Si](C)(C)C ((1-methoxy-2-methylprop-1-enyloxy)trimethylsilane). The reagents and catalysts are Cl[Ti](Cl)(Cl)Cl (TiCl4). The solvent is C(Cl)Cl (CH2Cl2), C(Cl)Cl (CH2Cl2). Run at time 30 minute. Product: FC1=CC=C(C=C1)N1N=CC2=CC(=CC=C12)C(C(C(=O)OC)(C)C)CC(C)C (methyl 3-(1-(4-fluorophenyl)-1H-indazol-5-yl)-2,2,5-trimethylhexanoate). Reaction SMILES: [F:1][C:2]1[CH:7]=[CH:6][C:5]([N:8]2[C:16]3[C:11](=[CH:12][C:13]([CH:17](O)[CH2:18][CH:19]([CH3:21])[CH3:20])=[CH:14][CH:15]=3)[CH:10]=[N:9]2)=[CH:4][CH:3]=1.[CH3:23][O:24][C:25]([O:29][Si](C)(C)C)=[C:26]([CH3:28])[CH3:27]>C(Cl)Cl.Cl[Ti](Cl)(Cl)Cl>[F:1][C:2]1[CH:7]=[CH:6][C:5]([N:8]2[C:16]3[C:11](=[CH:12][C:13]([CH:17]([CH2:18][CH:19]([CH3:21])[CH3:20])[C:26]([CH3:28])([CH3:27])[C:25]([O:24][CH3:23])=[O:29])=[CH:14][CH:15]=3)[CH:10]=[N:9]2)=[CH:4][CH:3]=1. Procedure: To a solution of 1-(1-(4-fluorophenyl)-1H-indazol-5-yl)-3-methylbutan-1-ol (0.41 mmol) in 20 mL of CH2Cl2 at 0° C. was added 1M TiCl4 in CH2Cl2 (0.5 mmol) all at once. After 30 min, (1-methoxy-2-methylprop-1-enyloxy)trimethylsilane (0.24 mL, 1.2 mmol) was added and the reaction was warmed to rt and stirred overnight. The reaction was quenched with water and extracted with CH2Cl2. The CH2Cl2 extracts were dried over MgSO4, filtered, and concentrated by rotary evaporator to give methyl 3-(1-(4-flu... The reactants are C(C1=CC=CC=C1)N1N=C(C2=C1C=C[Se]2)C2=CC=C(C=C2)C(=O)OC (1-Benzyl-3-(p-methoxycarbonylphenyl)selenolo[3,2-c]pyrazole), C(C1=CC=CC=C1)N1N=C(C2=C1C=C[Se]2)C=2OC(=CC2)C(=O)OC (1-Benzyl-3-(5-methoxycarbonyl-2-furyl)selenolo[3,2-c]-pyrazole), C(C1=CC=CC=C1)N1N=C(C2=C1C=C[Se]2)C=2OC(=CC2)CO (1-Benzyl-3-(5-hydroxymethyl-2-furyl)selenolo[3,2-c]pyrazole). Yields the product C(C1=CC=CC=C1)N1N=C(C2=C1C=C[Se]2)C2=CC=C(C=C2)CO (1-Benzyl-3-(p-hydroxymethylphenyl)selenolo[3,2-c]pyrazole). Reaction SMILES: [CH2:1]([N:8]1[C:12]2[CH:13]=[CH:14][Se:15][C:11]=2[C:10]([C:16]2[CH:21]=[CH:20][C:19]([C:22](OC)=[O:23])=[CH:18][CH:17]=2)=[N:9]1)[C:2]1[CH:7]=[CH:6][CH:5]=[CH:4][CH:3]=1.C(N1C2C=C[Se]C=2C(C2OC(C(OC)=O)=CC=2)=N1)C1C=CC=CC=1.C(N1C2C=C[Se]C=2C(C2OC(CO)=CC=2)=N1)C1C=CC=CC=1>>[CH2:1]([N:8]1[C:12]2[CH:13]=[CH:14][Se:15][C:11]=2[C:10]([C:16]2[CH:17]=[CH:18][C:19]([CH2:22][OH:23])=[CH:20][CH:21]=2)=[N:9]1)[C:2]1[CH:7]=[CH:6][CH:5]=[CH:4][CH:3]=1. Reported procedure: Compound 67 (0.792 g, 0.002 mole) was used to replace compound 55 in the preparation of compound 57 to afford compound 69. Yield: 0.564 g (76.8%); white needle crystals; mp 158-160° C.